Dataset: the Open Reaction Database (ORD), a public repository of structured organic reaction records. Task: describe an organic reaction: reactants, conditions, products, and yield The reactants are ClC1=CC(=C(C=C1)/C=C/C(=O)C=1C=CC(N(C1)C)=O)C (5-[(E)-3-(4-Chloro-2-methyl-phenyl)-acryloyl]-1-methyl-1H-pyridin-2-one), OC1=CC=C(C=C1)B(O)O (4-hydroxyphenylboronic acid), C(O)([O-])=O.[Na+] (sodium hydrogencarbonate). Reagents/catalysts: C1/C=C\CC/C=C\C1.C1/C=C\CC/C=C\C1.[Cl-].[Cl-].[Rh].[Rh] (chloro(1,5-cyclooctadiene)rhodium(I) dimer). Run in O1CCOCC1 (1,4-dioxane), O (water). Product: ClC1=CC(=C(C=C1)C(CC(=O)C=1C=CC(N(C1)C)=O)C1=CC=C(C=C1)O)C (5-[3-(4-Chloro-2-methyl-phenyl)-3-(4-hydroxy-phenyl)-propionyl]-1-methyl-1H-pyridin-2-one). As a reaction SMILES: [Cl:1][C:2]1[CH:7]=[CH:6][C:5](/[CH:8]=[CH:9]/[C:10]([C:12]2[CH:13]=[CH:14][C:15](=[O:19])[N:16]([CH3:18])[CH:17]=2)=[O:11])=[C:4]([CH3:20])[CH:3]=1.[OH:21][C:22]1[CH:27]=[CH:26][C:25](B(O)O)=[CH:24][CH:23]=1.C(=O)([O-])O.[Na+]>O1CCOCC1.O.C1CC=CCCC=C1.C1CC=CCCC=C1.[Cl-].[Cl-].[Rh].[Rh]>[Cl:1][C:2]1[CH:7]=[CH:6][C:5]([CH:8]([C:25]2[CH:26]=[CH:27][C:22]([OH:21])=[CH:23][CH:24]=2)[CH2:9][C:10]([C:12]2[CH:13]=[CH:14][C:15](=[O:19])[N:16]([CH3:18])[CH:17]=2)=[O:11])=[C:4]([CH3:20])[CH:3]=1 |f:2.3,6.7.8.9.10.11|. Reported procedure: In analogy to example 203, step 1, 5-[(E)-3-(4-chloro-2-methyl-phenyl)-acryloyl]-1-methyl-1H-pyridin-2-one (example 323, step 3) was reacted with 4-hydroxyphenylboronic acid in the presence of chloro(1,5-cyclooctadiene)rhodium(I) dimer and sodium hydrogencarbonate in 1,4-dioxane and water at 60° C. to give the title compound as a colourless solid, MS (ESI−): m/z=380.1 [M−H]−. Starting materials: CC=1CS([C@H]2N(C1C(=O)O)C(C2NC(CC2=CC=CC=C2)=O)=O)=O (3-methyl-7-phenylacetamido-3-cephem-4-carboxylic acid-1-oxide), C[Si](N1C(CCC1=O)=O)(C)C (N-trimethylsilylsuccinimide), BrN1C(CCC1=O)=O (N-bromosuccinimide). The solvent is C(Cl)(Cl)Cl (chloroform). The product is BrCC=1CS([C@H]2N(C1C(=O)O[Si](C)(C)C)C(C2NC(CC2=CC=CC=C2)=O)=O)=O (trimethylsilyl 3-bromomethyl-7-phenylacetamido-3-cephem-4-carboxylate-1-oxide). The yield is 42.0%. As a reaction SMILES: [CH3:1][C:2]1[CH2:3][S:4](=[O:24])[C@@H:5]2[CH:12]([NH:13][C:14](=[O:22])[CH2:15][C:16]3[CH:21]=[CH:20][CH:19]=[CH:18][CH:17]=3)[C:11](=[O:23])[N:6]2[C:7]=1[C:8]([OH:10])=[O:9].[CH3:25][Si:26]([CH3:35])([CH3:34])N1C(=O)CCC1=O.[Br:36]N1C(=O)CCC1=O>C(Cl)(Cl)Cl>[Br:36][CH2:1][C:2]1[CH2:3][S:4](=[O:24])[C@@H:5]2[CH:12]([NH:13][C:14](=[O:22])[CH2:15][C:16]3[CH:17]=[CH:18][CH:19]=[CH:20][CH:21]=3)[C:11](=[O:23])[N:6]2[C:7]=1[C:8]([O:10][Si:26]([CH3:35])([CH3:34])[CH3:25])=[O:9]. Reported procedure: The clear solution that was obtained after refluxing a mixture of 357 mg (1.02 mmoles) of 3-methyl-7-phenylacetamido-3-cephem-4-carboxylic acid-1-oxide, 50 ml of chloroform and 2 ml (about 10 mmoles) of N-trimethylsilylsuccinimide for one and a half hours was cooled in an ice-bath. Bromination was carried out in half an hour using 0.24 mg (1.35 mmoles) of N-bromosuccinimide as the brominating agent to obtain a 42% yield of trimethylsilyl 3-bromomethyl-7-phenylacetamido-3-cephem-4-carboxylate-1-o... The reactants are C(C)(=O)C1=C(C=C(C(=C1)Cl)Cl)C (2-acetyl-4,5-dichlorotoluene), SCC(C(=O)O)(C)C (3-mercaptopivalic acid), CN(C=O)C (N,N-dimethylformamide), C([O-])([O-])=O.[K+].[K+] (potassium carbonate). Solvent: O (water). The product is C(C)(=O)C1=C(C(=C(C=C1)SCC(C(=O)O)(C)C)Cl)C (3-(4-acetyl-2-chloro-methylphenylthio)pivalic acid). Isolated yield 78.0%. Reaction SMILES: [C:1]([C:4]1[CH:9]=[C:8]([Cl:10])[C:7](Cl)=[CH:6][C:5]=1C)(=[O:3])[CH3:2].[SH:13][CH2:14][C:15]([CH3:20])([CH3:19])[C:16]([OH:18])=[O:17].[CH3:21]N(C)C=O.C(=O)([O-])[O-].[K+].[K+]>O>[C:1]([C:4]1[CH:5]=[CH:6][C:7]([S:13][CH2:14][C:15]([CH3:20])([CH3:19])[C:16]([OH:18])=[O:17])=[C:8]([Cl:10])[C:9]=1[CH3:21])(=[O:3])[CH3:2] |f:3.4.5|. Reported procedure: A 100-ml three-necked round-bottomed flask was charged with 2.98 g (14.65 mmol) of 2-acetyl-4,5-dichlorotoluene, 1.72 g (12.84 mmol) of 3-mercaptopivalic acid and 15 ml of N,N-dimethylformamide under nitrogen atmosphere. Then, 3.04 g (22.00 mmol) of potassium carbonate was added. The reaction mixture was heated at 100~110° C. for 6 hours under nitrogen atmosphere. The reaction mixture was allowed to cool to room temperature, and about 150 ml of water was added. The mixture was washed with chloro... Reactants: Cc1cc(N2CCC(C(=O)N3CCN(C(=O)OC(C)(C)C)CC3)CC2)nc(Cl)n1, CCO. Product: Cc1cc(N2CCC(C(=O)N3CCN(C(=O)OC(C)(C)C)CC3)CC2)ncn1. As a reaction SMILES: [C:1]([CH3:2])([CH3:3])([CH3:4])[O:5][C:6](=[O:7])[N:8]1[CH2:9][CH2:10][N:11]([C:14](=[O:15])[CH:16]2[CH2:17][CH2:18][N:19]([c:22]3[n:23][c:24]([Cl:29])[n:25][c:26]([CH3:28])[cH:27]3)[CH2:20][CH2:21]2)[CH2:12][CH2:13]1.[CH3:30][CH2:31][OH:32]>>[C:1]([CH3:2])([CH3:3])([CH3:4])[O:5][C:6](=[O:7])[N:8]1[CH2:9][CH2:10][N:11]([C:14](=[O:15])[CH:16]2[CH2:17][CH2:18][N:19]([c:22]3[n:23][cH:24][n:25][c:26]([CH3:28])[cH:27]3)[CH2:20][CH2:21]2)[CH2:12][CH2:13]1. RXN SMILES: [CH2:46]([N:47]=[C:48]=[N:49][CH2:50][CH2:51][CH2:52][N:53]([CH3:54])[CH3:55])[CH3:56].[CH3:57][N:58]([c:59]1[cH:60][cH:61][n:62][cH:63][cH:64]1)[CH3:65].[ClH:45].[N:1]1([c:7]2[cH:8][cH:9][c:10]([NH:13][C:14](=[O:15])[c:16]3[n:17][c:18](-[c:25]4[cH:26][cH:27][cH:28][cH:29][cH:30]4)[o:19][c:20]3[C:21]([F:22])([F:23])[F:24])[cH:11][cH:12]2)[CH2:2][CH2:3][NH:4][CH2:5][CH2:6]1.[O:66]=[CH:67][N:68]([CH3:69])[CH3:70].[OH2:71].[nH:31]1[n:32][n:33][n:34][c:35]1[CH:36]1[CH2:37][CH2:38][CH:39]([C:42](=[O:43])[OH:44])[CH2:40][CH2:41]1>>[N:1]1([c:7]2[cH:8][cH:9][c:10]([NH:13][C:14](=[O:15])[c:16]3[n:17][c:18](-[c:25]4[cH:26][cH:27][cH:28][cH:29][cH:30]4)[o:19][c:20]3[C:21]([F:22])([F:23])[F:24])[cH:11][cH:12]2)[CH2:2][CH2:3][N:4]([C:42]([CH:39]2[CH2:38][CH2:37][CH:36]([c:35]3[n:31][n:32][n:33][nH:34]3)[CH2:41][CH2:40]2)=[O:43])[CH2:5][CH2:6]1. Reactants: CCN=C=NCCCN(C)C, CN(C)c1ccncc1, Cl, O=C(Nc1ccc(N2CCNCC2)cc1)c1nc(-c2ccccc2)oc1C(F)(F)F, CN(C)C=O, O, O=C(O)C1CCC(c2nnn[nH]2)CC1. Product: O=C(Nc1ccc(N2CCN(C(=O)C3CCC(c4nnn[nH]4)CC3)CC2)cc1)c1nc(-c2ccccc2)oc1C(F)(F)F. Reactants: CCOC(=O)CBr, CCCCC1CCC2NC(=O)CC2C1, Cc1ccccc1, CCOCC, [H-], [Na+], C1CCOC1. The product is CCCCC1CCC2NC(=O)CC2C1, CCOC(C)=O. RXN SMILES: [Br:24][CH2:25][C:26](=[O:27])[O:28][CH2:29][CH3:30].[CH2:1]([CH2:2][CH2:3][CH3:4])[CH:5]1[CH2:6][CH:7]2[CH2:8][C:9](=[O:14])[NH:10][CH:11]2[CH2:12][CH2:13]1.[CH3:17][c:18]1[cH:19][cH:20][cH:21][cH:22][cH:23]1.[CH3:36][CH2:37][O:38][CH2:39][CH3:40].[H-:15].[Na+:16].[O:31]1[CH2:32][CH2:33][CH2:34][CH2:35]1>>[CH2:1]([CH2:2][CH2:3][CH3:4])[CH:5]1[CH2:6][CH:7]2[CH2:8][C:9](=[O:14])[NH:10][CH:11]2[CH2:12][CH2:13]1.[CH3:25][C:26](=[O:27])[O:28][CH2:29][CH3:30].